Dataset: the Open Reaction Database (ORD), a public repository of structured organic reaction records. Task: describe an organic reaction: reactants, conditions, products, and yield Reactants: C(C)(=O)OCC (ethyl acetate), N(=[N+]=[N-])C(C)C1=CC=C2C=CC=NC2=C1C=1C=NC=C(C1)F (7-(1-azidoethyl)-8-(5-fluoropyridin-3-yl)quinoline), CP(C)C (trimethylphosphine). Run in O1CCCC1 (tetrahydrofuran), O (water), O1CCCC1 (tetrahydrofuran). Reaction conditions: time 1 hour. The product is FC=1C=C(C=NC1)C=1C(=CC=C2C=CC=NC12)C(C)N (1-[8-(5-fluoropyridin-3-yl)quinolin-7-yl]ethanamine). RXN SMILES: [N:1]([CH:4]([C:6]1[C:15]([C:16]2[CH:17]=[N:18][CH:19]=[C:20]([F:22])[CH:21]=2)=[C:14]2[C:9]([CH:10]=[CH:11][CH:12]=[N:13]2)=[CH:8][CH:7]=1)[CH3:5])=[N+]=[N-].CP(C)C.C(OCC)(=O)C>O1CCCC1.O>[F:22][C:20]1[CH:21]=[C:16]([C:15]2[C:6]([CH:4]([NH2:1])[CH3:5])=[CH:7][CH:8]=[C:9]3[C:14]=2[N:13]=[CH:12][CH:11]=[CH:10]3)[CH:17]=[N:18][CH:19]=1. Procedure: To a stirred solution of 7-(1-azidoethyl)-8-(5-fluoropyridin-3-yl)quinoline (0.147 g, 0.500 mmol) in tetrahydrofuran (1 mL) and water (0.360 mL) was added 1.00 M trimethylphosphine in tetrahydrofuran (0.60 mL, 0.60 mmol) at room temperature and the mixture was stirred at room temperature for 1 hour. To the mixture was added ethyl acetate and the mixture was extracted with 1 N HCl twice. The combined extracts were neutralized with solid sodium bicarbonate, and then extracted with dichloromethane.... Starting materials: C=O (formaldehyde), 150, Cl (hydrochloric acid), CON=CC1=C(C=C(C(=C1)N1C(N(C(=CC1=O)C(F)(F)F)C)=O)F)Cl (2-chloro-4-fluoro-5-(1-methyl-6-trifluoromethyl-2,4(1H,3H)-pyrimidinedion-3-yl)benzaldehyde (O-methyl)oxime), O (water). Run in C(C)(=O)O (acetic acid). Product: ClC1=C(C=O)C=C(C(=C1)F)N1C(N(C(=CC1=O)C(F)(F)F)C)=O (2-Chloro-4-fluoro-5-(1-methyl-6-trifluoromethyl-2,4(1H,3H)-pyrimidinedion-3-yl)benzaldehyde). RXN SMILES: [CH2:1]=[O:2].Cl.CON=C[C:8]1[CH:13]=[C:12]([N:14]2[C:19](=[O:20])[CH:18]=[C:17]([C:21]([F:24])([F:23])[F:22])[N:16]([CH3:25])[C:15]2=[O:26])[C:11]([F:27])=[CH:10][C:9]=1[Cl:28].O>C(O)(=O)C>[Cl:28][C:9]1[CH:10]=[C:11]([F:27])[C:12]([N:14]2[C:19](=[O:20])[CH:18]=[C:17]([C:21]([F:22])([F:24])[F:23])[N:16]([CH3:25])[C:15]2=[O:26])=[CH:13][C:8]=1[CH:1]=[O:2]. Reported procedure: 150 ml of a 30% by weight aqueous formaldehyde solution and 150 35 ml of concentrated hydrochloric acid were added dropwise to a solution of 189.9 g (0.50 mol) of 2-chloro-4-fluoro-5-(1-methyl-6-trifluoromethyl-2,4(1H,3H)-pyrimidinedion-3-yl)benzaldehyde (O-methyl)oxime in 0.75 l of glacial acetic acid. The mixture was subsequently refluxed for two hours. After cooling, 0.75 l of water were added, whereupon the solid product of value formed was separated off and washed first with water until the... Reactants: CC(=O)C=O (methylglyoxal), C1(CC1)N (cyclopropylamine), CO (methanol), C(C)OP(=O)(OCC)CC(=O)O ([bis(ethyloxy)phosphoryl]acetic acid), ClC1=C(C=CC(=C1)Cl)C[N+]#[C-] ((2,4-dichlorophenyl)methyl isocyanide). Reaction conditions: temperature 22 celsius, time 5 minute. Yields the product C1(CC1)N(C(CP(OCC)(OCC)=O)=O)C(C(C)=O)C(=O)NCC1=C(C=C(C=C1)Cl)Cl (diethyl (2-{cyclopropyl[1-({[(2,4-dichlorophenyl)methyl]amino}-carbonyl)-2-oxopropyl]amino}-2-oxoethyl)phosphonate). As a reaction SMILES: [CH3:1][C:2]([CH:4]=O)=[O:3].[CH:6]1([NH2:9])[CH2:8][CH2:7]1.[CH2:10]([O:12][P:13]([CH2:18][C:19]([OH:21])=O)([O:15][CH2:16][CH3:17])=[O:14])[CH3:11].[Cl:22][C:23]1[CH:28]=[C:27]([Cl:29])[CH:26]=[CH:25][C:24]=1[CH2:30][N+:31]#[C-:32].C[OH:34]>>[CH:6]1([N:9]([CH:1]([C:32]([NH:31][CH2:30][C:24]2[CH:25]=[CH:26][C:27]([Cl:29])=[CH:28][C:23]=2[Cl:22])=[O:34])[C:2](=[O:3])[CH3:4])[C:19](=[O:21])[CH2:18][P:13](=[O:14])([O:12][CH2:10][CH3:11])[O:15][CH2:16][CH3:17])[CH2:8][CH2:7]1. Reported procedure: To a solution of methylglyoxal (0.153 ml, 1 mmol) in methanol (2 ml) was added cyclopropylamine (0.069 ml, 1 mmol). After stirring at 22° C. for 5 minutes the mixture was treated with [bis(ethyloxy)phosphoryl]acetic acid (0.161 ml, 1 mmol) and (2,4-dichlorophenyl)methyl isocyanide (0.188 g, 1 mmol). The mixture was then stirred for a further 18 hrs at 22° C. following which the solvent was removed in vacuo and the resulting residue was purified by mass-directed automated HPLC to give diethyl (2-... The reactants are ClC1=C(C=NC=2N1N=CC2C(=O)OCC)C(=O)N2CCC1(CC2)COC2=C1C=CC=C2 (7-Chloro-3-ethoxycarbonyl-6-(2H-spiro[benzofuran-3,4′-piperidine]-1′-ylcarbonyl)pyrazolo[1,5-a]pyrimidine), FC1=C(N)C=C(C=C1)C (2-fluoro-5-methylaniline). The product is C(C)OC(=O)C=1C=NN2C1N=CC(=C2NC2=C(C=CC(=C2)C)F)C(=O)N2CCC1(CC2)COC2=C1C=CC=C2 (3-Ethoxycarbonyl-7-(2-fluoro-5-methylphenylamino)-6-(2H-spiro[benzofuran-3,4′-piperidine]-1′-ylcarbonyl)pyrazolo[1,5-a]pyrimidine). Isolated yield 87.4%. As a reaction SMILES: Cl[C:2]1[N:7]2[N:8]=[CH:9][C:10]([C:11]([O:13][CH2:14][CH3:15])=[O:12])=[C:6]2[N:5]=[CH:4][C:3]=1[C:16]([N:18]1[CH2:23][CH2:22][C:21]2([C:27]3[CH:28]=[CH:29][CH:30]=[CH:31][C:26]=3[O:25][CH2:24]2)[CH2:20][CH2:19]1)=[O:17].[F:32][C:33]1[CH:39]=[CH:38][C:37]([CH3:40])=[CH:36][C:34]=1[NH2:35]>>[CH2:14]([O:13][C:11]([C:10]1[CH:9]=[N:8][N:7]2[C:2]([NH:35][C:34]3[CH:36]=[C:37]([CH3:40])[CH:38]=[CH:39][C:33]=3[F:32])=[C:3]([C:16]([N:18]3[CH2:23][CH2:22][C:21]4([C:27]5[CH:28]=[CH:29][CH:30]=[CH:31][C:26]=5[O:25][CH2:24]4)[CH2:20][CH2:19]3)=[O:17])[CH:4]=[N:5][C:6]=12)=[O:12])[CH3:15]. Reported procedure: In the same manner as in Example 19, step 5 and using 7-chloro-3-ethoxycarbonyl-6-(2H-spiro[benzofuran-3,4′-piperidine]-1′-ylcarbonyl)pyrazolo[1,5-a]pyrimidine (0.24 g, 0.54 mmol) obtained in step 2 and 2-fluoro-5-methylaniline (0.1 g, 0.82 mmol), the title compound (0.25 g, 88%) was obtained. Reactants: ClC1=CC(=C(C=C1)N)N (4-Chloro-1,2-phenylenediamine), C1=C(C=CC2=CC=CC=C12)C1CC(=O)OC(C1)=O (3-(2-naphthyl)glutaric anhydride), amides. The solvent is Cl (HCl), O1CCOCC1 (1,4-dioxane), ClCCl (dichloromethane). Run at time 1 hour. The product is Cl.ClC1=CC2=C(N=C(N2)CC(CC(=O)O)C2=CC3=CC=CC=C3C=C2)C=C1 (4-(5-chloro-2-benzimidazolyl)-3-(2-naphthyl)butanoic acid HCl). The yield is 68.6%. As a reaction SMILES: [Cl:1][C:2]1[CH:7]=[CH:6][C:5]([NH2:8])=[C:4]([NH2:9])[CH:3]=1.[CH:10]1[C:19]2[C:14](=[CH:15][CH:16]=[CH:17][CH:18]=2)[CH:13]=[CH:12][C:11]=1[CH:20]1[CH2:26][C:25](=O)[O:24][C:22](=[O:23])[CH2:21]1>ClCCl.Cl.O1CCOCC1>[ClH:1].[Cl:1][C:2]1[CH:7]=[CH:6][C:5]2[N:8]=[C:25]([CH2:26][CH:20]([C:11]3[CH:12]=[CH:13][C:14]4[C:19](=[CH:18][CH:17]=[CH:16][CH:15]=4)[CH:10]=3)[CH2:21][C:22]([OH:24])=[O:23])[NH:9][C:4]=2[CH:3]=1 |f:5.6|. Procedure: 4-Chloro-1,2-phenylenediamine (143 mg) and 3-(2-naphthyl)glutaric anhydride (240 mg) were dissolved in dichloromethane (3 ml) with heating. The dark solution was stirred at rt for 1 h. The precipitate formed was collected by suction filtration, washed with dichloromethane, and dried in vacuo to give a mixture of regioisomeric amides (0.32 g) as brownish solid. This solid was dissolved in 4M HCl in 1,4-dioxane (4 ml) and the dark solution was heated to reflux for 1 h. After removal of the solvent... Procedure: n-Butyllithium (1.6 M, 20.8 mL, 33.2 mmol) was added to a solution of 1-bromo-2,5-dimethoxybenzene (7.2 g, 33.2 mmol) in tetrahydrofuran (20 mL) at −78° C., and the mixture was stirred for 20 minutes at the same temperature. To the reaction mixture was added 1-(4-isopropylphenyl)-2-methylpropan-1-one (5.70 g, 30.0 mmol), and the mixture was stirred for 30 minutes at room temperature. Water (30 mL) was poured into the reaction mixture, which was then extracted three times with ethyl acetate. The ... Run at time 20 minute. The solvent is O1CCCC1 (tetrahydrofuran). Starting materials: O (Water), C(CCC)[Li] (n-Butyllithium), BrC1=C(C=CC(=C1)OC)OC (1-bromo-2,5-dimethoxybenzene), C(C)(C)C1=CC=C(C=C1)C(C(C)C)=O (1-(4-isopropylphenyl)-2-methylpropan-1-one). Isolated yield 24.8%. RXN SMILES: C([Li])CCC.Br[C:7]1[CH:12]=[C:11]([O:13]C)[CH:10]=[CH:9][C:8]=1[O:15]C.[CH:17]([C:20]1[CH:25]=[CH:24][C:23]([C:26](=O)[CH:27]([CH3:29])[CH3:28])=[CH:22][CH:21]=1)([CH3:19])[CH3:18].O>O1CCCC1>[CH:17]([C:20]1[CH:25]=[CH:24][C:23]([CH:26]2[C:10]3[CH:9]=[C:8]([OH:15])[CH:7]=[CH:12][C:11]=3[O:13][C:27]2([CH3:29])[CH3:28])=[CH:22][CH:21]=1)([CH3:19])[CH3:18]. Product: C(C)(C)C1=CC=C(C=C1)C1C(OC2=C1C=C(C=C2)O)(C)C (3-(4-Isopropylphenyl)-2,2-dimethyl-2,3-dihydrobenzofuran-5-ol). Starting materials: C(#N)C1=CC(=C(C=C1)C1N(C(N(C=2CCCC(C12)=O)C1=CC(=CC=C1)C(F)(F)F)=O)C(=O)NC)C (4-(4-Cyano-2-methylphenyl)-N-methyl-2,5-dioxo-1-(3-(trifluoromethyl)phenyl)-1,2,5,6,7,8-hexahydroquinazoline-3(4H)-carboxamide), C(C)N (ethylamine). Yields the product C(#N)C1=CC(=C(C=C1)C1N(C(N(C=2CCCC(C12)=O)C1=CC(=CC=C1)C(F)(F)F)=O)C(=O)NCC)C (4-(4-Cyano-2-methylphenyl)-N-ethyl-2,5-dioxo-1-(3-(trifluoromethyl)phenyl)-1,2,5,6,7,8-hexahydroquinazoline-3(4H)-carboxamide). As a reaction SMILES: [C:1]([C:3]1[CH:8]=[CH:7][C:6]([CH:9]2[C:18]3[C:17](=[O:19])[CH2:16][CH2:15][CH2:14][C:13]=3[N:12]([C:20]3[CH:25]=[CH:24][CH:23]=[C:22]([C:26]([F:29])([F:28])[F:27])[CH:21]=3)[C:11](=[O:30])[N:10]2[C:31]([NH:33][CH3:34])=[O:32])=[C:5]([CH3:35])[CH:4]=1)#[N:2].[CH2:36](N)C>>[C:1]([C:3]1[CH:8]=[CH:7][C:6]([CH:9]2[C:18]3[C:17](=[O:19])[CH2:16][CH2:15][CH2:14][C:13]=3[N:12]([C:20]3[CH:25]=[CH:24][CH:23]=[C:22]([C:26]([F:29])([F:28])[F:27])[CH:21]=3)[C:11](=[O:30])[N:10]2[C:31]([NH:33][CH2:34][CH3:36])=[O:32])=[C:5]([CH3:35])[CH:4]=1)#[N:2]. Procedure details: The title compound is prepared in analogy to 4-(4-cyano-2-methylphenyl)-N-methyl-2,5-dioxo-1-(3-(trifluoromethyl)phenyl)-1,2,5,6,7,8-hexahydroquinazoline-3(4H)-carboxamide (example 73), replacing methylamine with ethylamine as reagent. Yield: 45 mg; ESI mass spectrum [M+H]+=497; Retention time HPLC: 0.77 min (X012_S01). Starting materials: [N+](=O)([O-])C=1C=CC(=NC1)OC=1C=C2CCC(OC2=CC1)C1=CC=CC=C1 (5-Nitro-2-(2-phenylchroman-6-yloxy)pyridine), OC=1C=C2C(CC(OC2=CC1)C1=CC=CC=C1)=O (6-hydroxyflavanone). The product is [N+](=O)([O-])C=1C=CC(=NC1)OC=1C=C2C(CC(OC2=CC1)C1=CC=CC=C1)=O (6-(5-Nitropyridin-2-yloxy)-2-phenylchroman-4one). Reaction SMILES: [N+:1]([C:4]1[CH:5]=[CH:6][C:7]([O:10][C:11]2[CH:12]=[C:13]3[C:18](=[CH:19][CH:20]=2)[O:17][CH:16]([C:21]2[CH:26]=[CH:25][CH:24]=[CH:23][CH:22]=2)[CH2:15][CH2:14]3)=[N:8][CH:9]=1)([O-:3])=[O:2].[OH:27]C1C=C2C(=CC=1)OC(C1C=CC=CC=1)CC2=O>>[N+:1]([C:4]1[CH:5]=[CH:6][C:7]([O:10][C:11]2[CH:12]=[C:13]3[C:18](=[CH:19][CH:20]=2)[O:17][CH:16]([C:21]2[CH:22]=[CH:23][CH:24]=[CH:25][CH:26]=2)[CH2:15][C:14]3=[O:27])=[N:8][CH:9]=1)([O-:3])=[O:2]. Reported procedure: 6-(5-Nitropyridin-2-yloxy)-2-phenylchroman-4one was prepared as described for 5-Nitro-2-(2-phenylchroman-6-yloxy)pyridine in Example 1(b) using 200 mg of 6-hydroxyflavanone. 1H NMR (400 MHz, d6-DMSO) δ: 9.03 (bs, 1H), 8.64 (d, 1H, J 9.0 Hz), 7.59-7.41 (m, 7H), 7.31 (d, 1H, J 9.0 Hz), 7.23 (d, 1H, 8.8 Hz), 5.75 (dd, 1H, J 12.3, 2.9 Hz), 3.30 (dd, 1H, −16.3, 12.3 Hz), 2.87 (dd, 1H, −16.3, 2.9 Hz). Solvent: O1CCOCC1 (1,4-dioxane). Procedure: 1,2,3-Trimethylindoline (21.5 g) was formulated in a similar manner to that described in Step 2 of Example 1 to obtain 20.1 g of 1,2,3-trimethylindoline-5-carbaldehyde. The obtained aldehyde (7.5 g) was dissolved in 200 ml of 1,4-dioxane, followed by the addition of 18 g of DDQ. The obtained mixture was heated under reflux for 2.5 hours, followed by the addition of 100 ml of toluene. Insolubles were filtered out and the organic phase was concentrated in a vacuum. The obtained residue was purifie... The yield is 12.1%. Reactants: C(#N)C1=C(C(=O)C(=C(C1=O)Cl)Cl)C#N (DDQ), CN1C(C(C2=CC(=CC=C12)C=O)C)C (1,2,3-trimethylindoline-5-carbaldehyde), C1(=CC=CC=C1)C (toluene). Product: CN1C(=C(C2=CC(=CC=C12)C=O)C)C (1,2,3-Trimethyl-indole-5-carbaldehyde). Reaction SMILES: [CH3:1][N:2]1[C:10]2[C:5](=[CH:6][C:7]([CH:11]=[O:12])=[CH:8][CH:9]=2)[CH:4]([CH3:13])[CH:3]1[CH3:14].C(C1C(=O)C(Cl)=C(Cl)C(=O)C=1C#N)#N.C1(C)C=CC=CC=1>O1CCOCC1>[CH3:1][N:2]1[C:10]2[C:5](=[CH:6][C:7]([CH:11]=[O:12])=[CH:8][CH:9]=2)[C:4]([CH3:13])=[C:3]1[CH3:14].